Dataset: the Open Reaction Database (ORD), a public repository of structured organic reaction records. Task: describe an organic reaction: reactants, conditions, products, and yield Reactants: [N-]=[N+]=[N-].[Na+] (sodium azide), [N-]=[N+]=[N-].[Na+] (sodium azide), C(CCCCCCCCCCCCCCC)OCC(OCCCCCCCCCCCCCCCC)COCC1CO1 (1,2-di-O-(n-hexadecyl)-3-O-(2,3-epoxypropyl)-glycerol). Run in O (water), O1CCOCC1 (1,4-dioxane). Product: C(CCCCCCCCCCCCCCC)OCC(OCCCCCCCCCCCCCCCC)COCC(CN=[N+]=[N-])O (1,2-Di-O-(n-hexadecyl)-3-O-(3-azido-2-hydroxypropyl)-glycerol). Yield: 62.0%. As a reaction SMILES: [N-:1]=[N+:2]=[N-:3].[Na+].[CH2:5]([O:21][CH2:22][CH:23]([CH2:41][O:42][CH2:43][CH:44]1[O:46][CH2:45]1)[O:24][CH2:25][CH2:26][CH2:27][CH2:28][CH2:29][CH2:30][CH2:31][CH2:32][CH2:33][CH2:34][CH2:35][CH2:36][CH2:37][CH2:38][CH2:39][CH3:40])[CH2:6][CH2:7][CH2:8][CH2:9][CH2:10][CH2:11][CH2:12][CH2:13][CH2:14][CH2:15][CH2:16][CH2:17][CH2:18][CH2:19][CH3:20]>O.O1CCOCC1>[CH2:5]([O:21][CH2:22][CH:23]([CH2:41][O:42][CH2:43][CH:44]([OH:46])[CH2:45][N:1]=[N+:2]=[N-:3])[O:24][CH2:25][CH2:26][CH2:27][CH2:28][CH2:29][CH2:30][CH2:31][CH2:32][CH2:33][CH2:34][CH2:35][CH2:36][CH2:37][CH2:38][CH2:39][CH3:40])[CH2:6][CH2:7][CH2:8][CH2:9][CH2:10][CH2:11][CH2:12][CH2:13][CH2:14][CH2:15][CH2:16][CH2:17][CH2:18][CH2:19][CH3:20] |f:0.1|. Procedure: A solution of sodium azide (0.5 g., 7.7 mmoles) in water (5 ml.) was added to a refluxing solution of 1,2-di-O-(n-hexadecyl)-3-O-(2,3-epoxypropyl)-glycerol (3.3 g., 5.5 mmoles) in 1,4-dioxane (100 ml.), and the resulting solution stirred at reflux for 16 hours. Since the reaction was not yet complete, additional sodium azide (0.5 g., 7.7 mmoles) was added and the reaction stirred at reflux for another 16 hours. The reaction solution was then cooled, concentrated in vacuo, diluted with water (100... Reactants: O=C(O)CCCCCCCBr, O=C(O)CCCCCCCC(=O)O. The product is COC(=O)CCCCCCCBr. RXN SMILES: [Br:14][CH2:15][CH2:16][CH2:17][CH2:18][CH2:19][CH2:20][CH2:21][C:22](=[O:23])[OH:24].[OH:1][C:2]([CH2:3][CH2:4][CH2:5][CH2:6][CH2:7][CH2:8][CH2:9][C:10](=[O:11])[OH:12])=[O:13]>>[CH3:2][O:24][C:22]([CH2:21][CH2:20][CH2:19][CH2:18][CH2:17][CH2:16][CH2:15][Br:14])=[O:23].